Dataset: the Open Reaction Database (ORD), a public repository of structured organic reaction records. Task: describe an organic reaction: reactants, conditions, products, and yield Starting materials: C1(CCCC1)C1=C(C=C(COC2=CC=3C=C4N(C3C=C2)CCC4CC(=O)O)C=C1)C(F)(F)F (2-(7-(4-cyclopentyl-3-(trifluoromethyl)benzyloxy)-2,3-dihydro-1H-pyrrolo[1,2-a]indol-1-yl)acetic acid), [O-]S(=O)(=O)C(F)(F)F.F[N+]1=CC=CC=C1 (N-fluoropyridinium triflate). The solvent is CCOC(=O)C (EtOAc), C(Cl)Cl (DCM). Conditions: temperature 0 celsius. Yields the product C1(CCCC1)C1=C(C=C(COC2=CC=3C(=C4N(C3C=C2)CCC4CC(=O)O)C4=NC=CC=C4)C=C1)C(F)(F)F (2-(7-(4-Cyclopentyl-3-(trifluoromethyl)benzyloxy)-9-(pyridin-2-yl)-2,3-dihydro-1H-pyrrolo[1,2-a]indol-1-yl)acetic Acid). Yield: 9.4%. RXN SMILES: [CH:1]1([C:6]2[CH:29]=[CH:28][C:9]([CH2:10][O:11][C:12]3[CH:20]=[CH:19][C:18]4[N:17]5[CH2:21][CH2:22][CH:23]([CH2:24][C:25]([OH:27])=[O:26])[C:16]5=[CH:15][C:14]=4[CH:13]=3)=[CH:8][C:7]=2[C:30]([F:33])([F:32])[F:31])[CH2:5][CH2:4][CH2:3][CH2:2]1.[O-]S(C(F)(F)F)(=O)=O.F[N+:43]1[CH:48]=[CH:47][CH:46]=[CH:45][CH:44]=1>C(Cl)Cl.CCOC(C)=O>[CH:1]1([C:6]2[CH:29]=[CH:28][C:9]([CH2:10][O:11][C:12]3[CH:20]=[CH:19][C:18]4[N:17]5[CH2:21][CH2:22][CH:23]([CH2:24][C:25]([OH:27])=[O:26])[C:16]5=[C:15]([C:44]5[CH:45]=[CH:46][CH:47]=[CH:48][N:43]=5)[C:14]=4[CH:13]=3)=[CH:8][C:7]=2[C:30]([F:33])([F:31])[F:32])[CH2:5][CH2:4][CH2:3][CH2:2]1 |f:1.2|. Procedure: The 1st enantiomer (described as the enantiomer isolated and having the retention time of 15 min per the conditions reported in Example 1.7) of 2-(7-(4-cyclopentyl-3-(trifluoromethyl)benzyloxy)-2,3-dihydro-1H-pyrrolo[1,2-a]indol-1-yl)acetic acid (0.100 g, 0.219 mmol) was dissolved in anhydrous DCM (2.2 mL) using a plastic vial. The reaction was cooled to 0° C., and N-fluoropyridinium triflate (0.073 g, 0.295 mmol) was added. The reaction was allowed to warm to 25° C. and after 4 h there was a da... The reactants are ClC1=NC=CC(=N1)C1=C(N=C(S1)C(CO)(C)C)C=1C(=C(C=CC1)NS(=O)(=O)C1=C(C=CC=C1F)F)F (N-{3-[5-(2-chloro-4-pyrimidinyl)-2-(2-hydroxy-1,1-dimethylethyl)-1,3-thiazol-4-yl]-2-fluorophenyl}-2,6-difluorobenzenesulfonamide), C[Zn]C (dimethylzinc). The product is FC1=C(C(=CC=C1)F)S(=O)(=O)NC1=C(C(=CC=C1)C=1N=C(SC1C1=NC(=NC=C1)C)C(CO)(C)C)F (2,6-difluoro-N-{2-fluoro-3-[2-(2-hydroxy-1,1-dimethylethyl)-5-(2-methyl-4-pyrimidinyl)-1,3-thiazol-4-yl]phenyl}benzenesulfonamide), solid. Yield: 4.0%. RXN SMILES: Cl[C:2]1[N:7]=[C:6]([C:8]2[S:12][C:11]([C:13]([CH3:17])([CH3:16])[CH2:14][OH:15])=[N:10][C:9]=2[C:18]2[C:19]([F:36])=[C:20]([NH:24][S:25]([C:28]3[C:33]([F:34])=[CH:32][CH:31]=[CH:30][C:29]=3[F:35])(=[O:27])=[O:26])[CH:21]=[CH:22][CH:23]=2)[CH:5]=[CH:4][N:3]=1.[CH3:37][Zn]C>>[F:35][C:29]1[CH:30]=[CH:31][CH:32]=[C:33]([F:34])[C:28]=1[S:25]([NH:24][C:20]1[CH:21]=[CH:22][CH:23]=[C:18]([C:9]2[N:10]=[C:11]([C:13]([CH3:17])([CH3:16])[CH2:14][OH:15])[S:12][C:8]=2[C:6]2[CH:5]=[CH:4][N:3]=[C:2]([CH3:37])[N:7]=2)[C:19]=1[F:36])(=[O:27])=[O:26]. Procedure: Following a procedure analogous to the procedure described in Example 25 using N-{3-[5-(2-chloro-4-pyrimidinyl)-2-(2-hydroxy-1,1-dimethylethyl)-1,3-thiazol-4-yl]-2-fluorophenyl}-2,6-difluorobenzenesulfonamide (200 mg, 0.360 mmol) and dimethylzinc (0.360 mL, 0.721 mmol) at 80° C. for 3 hours, the title compound was obtained as a solid (8 mg, 4% yield). MS (ESI): 534.9 [M+H]+ Starting materials: BrCCBr, CCO, COC(=O)C(Cc1ccc(O)cc1)Nc1ccccc1C(=O)c1ccc(F)cc1, [K+], [OH-]. Product: COC(=O)C(Cc1ccc(OCCBr)cc1)Nc1ccccc1C(=O)c1ccc(F)cc1. RXN SMILES: [Br:32][CH2:33][CH2:34][Br:35].[CH3:36][CH2:37][OH:38].[CH3:3][O:4][C:5]([CH:6]([CH2:7][c:8]1[cH:9][cH:10][c:11]([OH:14])[cH:12][cH:13]1)[NH:15][c:16]1[c:17]([C:22]([c:23]2[cH:24][cH:25][c:26]([F:29])[cH:27][cH:28]2)=[O:30])[cH:18][cH:19][cH:20][cH:21]1)=[O:31].[K+:2].[OH-:1]>>[CH3:3][O:4][C:5]([CH:6]([CH2:7][c:8]1[cH:9][cH:10][c:11]([O:14][CH2:34][CH2:33][Br:32])[cH:12][cH:13]1)[NH:15][c:16]1[c:17]([C:22]([c:23]2[cH:24][cH:25][c:26]([F:29])[cH:27][cH:28]2)=[O:30])[cH:18][cH:19][cH:20][cH:21]1)=[O:31]. The reactants are ClC1=CC=C(CC2=NC(=C(C(=N2)O)NC(C2=CC(=C(C(=C2)C)OC)C)=O)O)C=C1 (N-[2-(4-chlorobenzyl)-4,6-dihydroxypyrimidin-5-yl]-4-methoxy-3,5-dimethylbenzamide). Solvent: P(=O)(Cl)(Cl)Cl (phosphorus oxychloride). The product is ClC1=CC=C(CC=2N=C(C3=C(N2)OC(=N3)C3=CC(=C(C(=C3)C)OC)C)O)C=C1 (5-(4-Chlorobenzyl)-2-(4-methoxy-3,5-dimethylphenyl)oxazolo[5,4-d]pyrimidin-7-ol). RXN SMILES: [Cl:1][C:2]1[CH:29]=[CH:28][C:5]([CH2:6][C:7]2[N:12]=[C:11]([OH:13])[C:10]([NH:14][C:15](=O)[C:16]3[CH:21]=[C:20]([CH3:22])[C:19]([O:23][CH3:24])=[C:18]([CH3:25])[CH:17]=3)=[C:9]([OH:27])[N:8]=2)=[CH:4][CH:3]=1>P(Cl)(Cl)(Cl)=O>[Cl:1][C:2]1[CH:29]=[CH:28][C:5]([CH2:6][C:7]2[N:12]=[C:11]([OH:13])[C:10]3[N:14]=[C:15]([C:16]4[CH:21]=[C:20]([CH3:22])[C:19]([O:23][CH3:24])=[C:18]([CH3:25])[CH:17]=4)[O:27][C:9]=3[N:8]=2)=[CH:4][CH:3]=1. Procedure: 40 g of N-[2-(4-chlorobenzyl)-4,6-dihydroxypyrimidin-5-yl]-4-methoxy-3,5-dimethylbenzamide and 150 ml of phosphorus oxychloride were heated at 70° C. for 1.5 h. The mixture was then allowed to cool. The solid formed was filtered off with suction, washed with diethyl ether and dried. This gave 21.1 g (55%) of the title compound. Reactants: NC=1C=C(C=CC1)OC1=CC2=C(C=N1)N=C(N2CC)C=2C(=NON2)N (4-{6-[(3-Aminophenyl)oxy]-1-ethyl-1H-imidazo[4,5-c]pyridin-2-yl}-furazan-3-amine), Cl (HCl), N1(CCOCC1)CCOC1=CC=C(C(=O)O)C=C1 (4-{[2-(4-morpholinyl)ethyl]oxy}benzoic acid), C(C(=O)Cl)(=O)Cl (oxalylchloride). The solvent is N1=CC=CC=C1 (pyridine), CN(C)C=O (DMF), C(Cl)Cl (CH2Cl2). Conditions: temperature 70 celsius, time 1 hour. Yields the product NC=1C(=NON1)C=1N(C2=C(C=NC(=C2)OC=2C=C(C=CC2)NC(C2=CC=C(C=C2)OCCN2CCOCC2)=O)N1)CC (N-(3-{[2-(4-amino-furazan-3-yl)-1-ethyl-1H-imidazo[4,5-c]pyridin-6-yl]oxy}phenyl)-4-{[2-(4-morpholinyl)ethyl]oxy}benzamide). The yield is 83.0%. Reaction SMILES: Cl.[N:2]1([CH2:8][CH2:9][O:10][C:11]2[CH:19]=[CH:18][C:14]([C:15]([OH:17])=O)=[CH:13][CH:12]=2)[CH2:7][CH2:6][O:5][CH2:4][CH2:3]1.C(Cl)(=O)C(Cl)=O.[NH2:26][C:27]1[CH:28]=[C:29]([O:33][C:34]2[N:39]=[CH:38][C:37]3[N:40]=[C:41]([C:45]4[C:46]([NH2:50])=[N:47][O:48][N:49]=4)[N:42]([CH2:43][CH3:44])[C:36]=3[CH:35]=2)[CH:30]=[CH:31][CH:32]=1>C(Cl)Cl.N1C=CC=CC=1.CN(C=O)C>[NH2:50][C:46]1[C:45]([C:41]2[N:42]([CH2:43][CH3:44])[C:36]3[CH:35]=[C:34]([O:33][C:29]4[CH:28]=[C:27]([NH:26][C:15](=[O:17])[C:14]5[CH:13]=[CH:12][C:11]([O:10][CH2:9][CH2:8][N:2]6[CH2:3][CH2:4][O:5][CH2:6][CH2:7]6)=[CH:19][CH:18]=5)[CH:32]=[CH:31][CH:30]=4)[N:39]=[CH:38][C:37]=3[N:40]=2)=[N:49][O:48][N:47]=1. Procedure: Under argon, to a suspension of the HCl salt of 4-{[2-(4-morpholinyl)ethyl]oxy}benzoic acid (3.98 g, 13.8 mmol) in CH2Cl2 (100 ml) was added DMF (40 μl), followed with oxalylchloride (3.6 ml, 41.4 mmol). This mixture was then heated to reflux until a clear solution resulted. The reaction mixture was then concentrated, added CH2Cl2 (20 mL) and reconcentrated. A suspension of the above product in CH2Cl2 (100 mL), was added to a suspension of the product of Example 3 (3.96 g, 11.7 mmol) in pyridine... Reactants: COC(=O)C1CC2=CC=C(C=C2C1)S (5-Mercapto-indan-2-carboxylic acid methyl ester), COC(CN1C(CCC2=CC(=CC=C12)SCC1=C(N=C(S1)C1=CC=C(C=C1)C(F)(F)F)C)=O)=O ({6-[4-Methyl-2-(4-trifluoromethyl-phenyl)-thiazol-5-ylmethylsulfanyl]-2-oxo-3,4-dihydro-2H-quinolin-1-yl}-acetic acid methyl ester), COC(CN1C(CCC2=CC(=CC=C12)SCC1=C(N=C(S1)C1=CC=C(C=C1)C(F)(F)F)C)=O)=O ({6-[4-Methyl-2-(4-trifluoromethyl-phenyl)-thiazol-5-ylmethylsulfanyl]-2-oxo-3,4-dihydro-2H-quinolin-1-yl}-acetic acid methyl ester). Yields the product COC(CN1C(CCC2=CC(=CC=C12)S)=O)=O ((6-Mercapto-2-oxo-3,4-dihydro-2H-quinolin-1-yl)-acetic acid methyl ester). The yield is 92.0%. RXN SMILES: COC(C1CC2C(=CC=C(S)C=2)C1)=O.[CH3:15][O:16][C:17](=[O:48])[CH2:18][N:19]1[C:28]2[C:23](=[CH:24][C:25]([S:29]CC3SC(C4C=CC(C(F)(F)F)=CC=4)=NC=3C)=[CH:26][CH:27]=2)[CH2:22][CH2:21][C:20]1=[O:47]>>[CH3:15][O:16][C:17](=[O:48])[CH2:18][N:19]1[C:28]2[C:23](=[CH:24][C:25]([SH:29])=[CH:26][CH:27]=2)[CH2:22][CH2:21][C:20]1=[O:47]. Procedure: 12C was prepared analogously to compound 1C. 92% yield. MS: 252 (M+1)+. Preparation of {6-[4-Methyl-2-(4-trifluoromethyl-phenyl)-thiazol-5-ylmethylsulfanyl]-2-oxo-3,4-dihydro-2H-quinolin-1-yl}-acetic acid methyl ester (Compound 12D) Reactants: CC(C)(C(CN1N=CN=C1)=O)C (2,2-dimethyl-4-(1,2,-4-triazol-1-yl)-butane-3-one), C#CCCCCC (hept-1-yne), C(CCC)[Li] (n-butyl lithium), solution. Run in O1CCCC1 (tetrahydrofuran), O1CCCC1 (tetrahydrofuran), CCCCCC (hexane). Run at time 1 hour. The product is CC(C)(C(CN1N=CN=C1)(C#CCCCCC)O)C (2,2-dimethyl-3-hydroxy-3-(hept-1-yne- 1-yl)-4-(1,2,4-triazol-1-yl)-butane). The yield is 26.6%. RXN SMILES: [CH:1]#[C:2][CH2:3][CH2:4][CH2:5][CH2:6][CH3:7].C([Li])CCC.[CH3:13][C:14]([CH3:24])([C:16](=[O:23])[CH2:17][N:18]1[CH:22]=[N:21][CH:20]=[N:19]1)[CH3:15]>O1CCCC1.CCCCCC>[CH3:15][C:14]([CH3:24])([C:16]([OH:23])([C:1]#[C:2][CH2:3][CH2:4][CH2:5][CH2:6][CH3:7])[CH2:17][N:18]1[CH:22]=[N:21][CH:20]=[N:19]1)[CH3:13]. Reported procedure: To a solution of hept-1-yne (3.9 g, 0.041 mol) in dry tetrahydrofuran (30 mls) at -70° C. under nitrogen was added n-butyl lithium (30 mls of a 1.55M solution in hexane) and the resulting mixture stirred for 1 hour. To this mixture was added a solution of 2,2-dimethyl-4-(1,2,-4-triazol-1-yl)-butane-3-one (6.8 g, 0.041 mol) in dry tetrahydrofuran (50 mls), and the resulting mixture was allowed to warm to room temperature. The reaction mixture was partitioned between ethyl acetate and aqueous HCl ...